This data is from the Open Reaction Database (ORD), a public repository of structured organic reaction records. The task is: describe an organic reaction: reactants, conditions, products, and yield Starting materials: CCO, CCOC(=O)C(CC=C(Cl)Cl)(C(=O)OCC)C(C)C, CC(C)C(CC=C(Cl)Cl)(C(=O)O)C(=O)O, CC(C)C(CC=C(Cl)Cl)(C(=O)[O-])C(=O)[O-], [K+], [OH-], O. Product: CCOC(=O)C(CC=C(Cl)Cl)C(C)C. RXN SMILES: [CH3:52][CH2:53][OH:54].[CH:1]([CH3:2])([CH3:3])[C:4]([C:5](=[O:6])[O:7][CH2:8][CH3:9])([C:10]([O:11][CH2:12][CH3:13])=[O:14])[CH2:15][CH:16]=[C:17]([Cl:18])[Cl:19].[CH:22]([C:23]([CH2:24][CH:25]=[C:26]([Cl:27])[Cl:28])([C:29]([OH:30])=[O:31])[C:32]([OH:33])=[O:34])([CH3:35])[CH3:36].[CH:37]([C:38]([CH2:39][CH:40]=[C:41]([Cl:42])[Cl:43])([C:44]([O-:45])=[O:46])[C:47]([O-:48])=[O:49])([CH3:50])[CH3:51].[K+:21].[OH-:20].[OH2:55]>>[CH:1]([CH3:2])([CH3:3])[CH:4]([C:5](=[O:6])[O:7][CH2:8][CH3:9])[CH2:15][CH:16]=[C:17]([Cl:18])[Cl:19]. Reactants: ClCCl (dichloromethane), FC=1C=C(C=C(C1F)F)O (3,4,5-trifluorophenol), CNC (dimethylamine), O (water), C=O (formaldehyde). Run at temperature 0 celsius, time 20 hour. Yields the product OC1=CC(=C(C(=C1CN(C)C)F)F)F (6-hydroxy-2,3,4-trifluoro-N,N-dimethylbenzylamine). RXN SMILES: [F:1][C:2]1[CH:3]=[C:4]([OH:10])[CH:5]=[C:6]([F:9])[C:7]=1[F:8].[CH2:11]=O.O.ClCCl.[CH3:17][NH:18][CH3:19]>>[OH:10][C:4]1[C:3]([CH2:17][N:18]([CH3:11])[CH3:19])=[C:2]([F:1])[C:7]([F:8])=[C:6]([F:9])[CH:5]=1. Procedure details: 400 g of 3,4,5-trifluorophenol are initially charged in 359 ml of 40% aqueous dimethylamine solution and cooled to 0° C. At 0-5° C., 243 ml of 37% aqueous formaldehyde solution are added dropwise within 90 min. Subsequently, the mixture is stirred at room temperature for 20 hours. The mixture is admixed with 600 ml of water and 500 ml of dichloromethane. The organic phase is removed, the aqueous phase is extracted once with dichloromethane, the combined organic phases are dried and the solvent i... The reactants are FC1=CC=C(C=C1)C1=C(N=C(S1)C)C(=O)O (5-(4-fluoro-phenyl)-2-methyl-thiazole-4carboxylic acid), BrC=1C=NC(=NC1)NCCNC (N-(5-bromo-pyrimidin-2-yl)-N′-methyl-ethane-1,2-diamine), solid. The product is BrC=1C=NC(=NC1)NCCN(C(=O)C=1N=C(SC1C1=CC=C(C=C1)F)C)C (5-(4-Fluoro-phenyl)-2-methyl-thiazole-4-carboxylic acid [2-(5-bromo-pyrimidin-2-ylamino)-ethyl]-methyl-amide). RXN SMILES: [F:1][C:2]1[CH:7]=[CH:6][C:5]([C:8]2[S:12][C:11]([CH3:13])=[N:10][C:9]=2[C:14]([OH:16])=O)=[CH:4][CH:3]=1.[Br:17][C:18]1[CH:19]=[N:20][C:21]([NH:24][CH2:25][CH2:26][NH:27][CH3:28])=[N:22][CH:23]=1>>[Br:17][C:18]1[CH:23]=[N:22][C:21]([NH:24][CH2:25][CH2:26][N:27]([CH3:28])[C:14]([C:9]2[N:10]=[C:11]([CH3:13])[S:12][C:8]=2[C:5]2[CH:4]=[CH:3][C:2]([F:1])=[CH:7][CH:6]=2)=[O:16])=[N:20][CH:19]=1. Procedure details: The title compound was prepared from 5-(4-fluoro-phenyl)-2-methyl-thiazole-4carboxylic acid (78 mg, 0.33 mmol) and N-(5-bromo-pyrimidin-2-yl)-N′-methyl-ethane-1,2-diamine, D11 (76 mg, 0.33 mmol), according to the procedure described for Example 1, as a solid (105 mg, 71%). The reactants are S(N)(=O)(=O)Cl (sulfamoyl chloride), O(C1=CC=CC=C1)C(CO)C (2-phenoxypropanol). The product is S(N)(=O)(=O)OCC(C)OC1=CC=CC=C1 (2-Phenoxypropanol sulfamate). Reaction SMILES: [S:1](Cl)(=[O:4])(=[O:3])[NH2:2].[O:6]([CH:13]([CH3:16])[CH2:14][OH:15])[C:7]1[CH:12]=[CH:11][CH:10]=[CH:9][CH:8]=1>>[S:1]([O:15][CH2:14][CH:13]([O:6][C:7]1[CH:12]=[CH:11][CH:10]=[CH:9][CH:8]=1)[CH3:16])(=[O:4])(=[O:3])[NH2:2]. Reported procedure: The title compound was prepared by procedures of Example 33 from sulfamoyl chloride and 2-phenoxypropanol. The oil obtained was further purified as in Example 38 by chromatography and recrystallization to give the title compound as colorless, viscous oil in 35% yield. Starting materials: N1(CCNCC1)C(=O)OCC (ethyl 1-piperazinecarboxylate), C([O-])([O-])=O.[K+].[K+] (potassium carbonate), C(CCCCCCCCC)Br (decyl bromide), CC(CC)=O (2-butanone). Solvent: O (water). Conditions: temperature 80 celsius, time 8 hour. Yields the product C(CCCCCCCCC)N1CCNCC1 (1-decylpiperazine). The yield is 13.1%. Reaction SMILES: [N:1]1([C:7](OCC)=O)[CH2:6][CH2:5][NH:4][CH2:3][CH2:2]1.C(=O)([O-])[O-].[K+].[K+].[CH2:18](Br)[CH2:19][CH2:20][CH2:21][CH2:22][CH2:23][CH2:24][CH2:25][CH2:26]C.CC(=O)CC>O>[CH2:7]([N:1]1[CH2:2][CH2:3][NH:4][CH2:5][CH2:6]1)[CH2:18][CH2:19][CH2:20][CH2:21][CH2:22][CH2:23][CH2:24][CH2:25][CH3:26] |f:1.2.3|. Procedure details: A mixture of 2.02 g of ethyl 1-piperazinecarboxylate, 1.92 g of anhydrous potassium carbonate, 3.08 g of decyl bromide and 20 ml of 2-butanone was stirred overnight at 80° C. After addition of water, the reaction mixture was extracted with ethyl acetate. The ethyl acetate layer was extracted with 3N hydrochloric acid. The extract was made alkaline with potassium carbonate and then extracted with ethyl acetate. The extract was washed with water, dried over anhydrous sodium sulfate and concentrate... Reactants: COC(CC1=CC2=CC=C(C=C2C(=C1C)C1=CC=C(C=C1)N)F)=O ([4-(4-amino-phenyl)-6-fluoro-3-methyl-naphthalen-2-yl]-acetic acid methyl ester), C1(=CC=CC=C1)S(=O)(=O)Cl (benzenesulfonyl chloride), C(C)(C)N(CC)C(C)C (diisopropylethylamine). Solvent: C1CCOC1 (THF). Run at time 3 hour. Yields the product COC(CC1=CC2=CC=C(C=C2C(=C1C)C1=CC=C(C=C1)NS(=O)(=O)C1=CC=CC=C1)F)=O ([4-(4-benzenesulfonylamino-phenyl)-6-fluoro-3-methyl-naphthalen-2-yl]-acetic acid methyl ester). Isolated yield 48.2%. RXN SMILES: [CH3:1][O:2][C:3](=[O:24])[CH2:4][C:5]1[C:14]([CH3:15])=[C:13]([C:16]2[CH:21]=[CH:20][C:19]([NH2:22])=[CH:18][CH:17]=2)[C:12]2[C:7](=[CH:8][CH:9]=[C:10]([F:23])[CH:11]=2)[CH:6]=1.[C:25]1([S:31](Cl)(=[O:33])=[O:32])[CH:30]=[CH:29][CH:28]=[CH:27][CH:26]=1.C(N(C(C)C)CC)(C)C>C1COCC1>[CH3:1][O:2][C:3](=[O:24])[CH2:4][C:5]1[C:14]([CH3:15])=[C:13]([C:16]2[CH:21]=[CH:20][C:19]([NH:22][S:31]([C:25]3[CH:30]=[CH:29][CH:28]=[CH:27][CH:26]=3)(=[O:33])=[O:32])=[CH:18][CH:17]=2)[C:12]2[C:7](=[CH:8][CH:9]=[C:10]([F:23])[CH:11]=2)[CH:6]=1. Reported procedure: To a solution of [4-(4-amino-phenyl)-6-fluoro-3-methyl-naphthalen-2-yl]-acetic acid methyl ester (55 mg, 0.17 mmol) and benzenesulfonyl chloride (61 mg, 0.34 mmol) in THF (3 mL) was added diisopropylethylamine (62 mg, 0.49 mmol) at 0° C. under nitrogen. The reaction mixture was warmed to room temperature and stirred for 3 hours. The solvent was removed under vacuum and the residue was diluted with water (10 mL). The mixture was extracted with ethyl acetate (2×20 mL). The combined organic extract... Product: ClC1=C(C=C(C(=O)O)C=C1)S(=O)(=O)Cl (4-Chloro-3-chlorosulfonylbenzoic acid). Reported procedure: 28.05 kg (16 l) of chlorosulfonic acid are initially introduced and 4.4 kg of 4-chlorobenzoic acid were added in the course of 10 minutes with stirring (no heat effect). In the course of 90 minutes, the mixture was heated to 130-135° C., during which evolution of HCl was to be observed. The mixture was subsequently stirred for 3 hours at the stated temperature, and allowed to cool and to stand overnight. The reaction mixture was then allowed to run with stirring onto a mixture of 70 kg of ice an... The solvent is O (water). Reaction conditions: time 8 hour. Reaction SMILES: [Cl:1][S:2]([OH:5])(=O)=[O:3].[Cl:6][C:7]1[CH:15]=[CH:14][C:10]([C:11]([OH:13])=[O:12])=[CH:9][CH:8]=1.Cl>O>[Cl:6][C:7]1[CH:15]=[CH:14][C:10]([C:11]([OH:13])=[O:12])=[CH:9][C:8]=1[S:2]([Cl:1])(=[O:5])=[O:3]. Starting materials: ClS(=O)(=O)O (chlorosulfonic acid), ClC1=CC=C(C(=O)O)C=C1 (4-chlorobenzoic acid), Cl (HCl), ice. The reactants are ClCCCCC1N(C(CC1)C1=CC=C(C=C1)F)S(=O)(=O)C1=CC=C(C=C1)C ((2RS,5RS)-2-(4-chloro-butyl)-5-(4-fluoro-phenyl)-1-(toluene-4-sulfonyl)-pyrrolidine), N1N=NN=C1 (1H-tetrazole). Product: FC1=CC=C(C=C1)C1CCC(N1S(=O)(=O)C1=CC=C(C=C1)C)CCCCN1N=NN=C1 ((2RS,5RS)-1-{4-[5-(4-Fluoro-phenyl)-1-(toluene-4-sulfonyl)-pyrrolidin-2-yl]-butyl}-1H-tetrazole). Reaction SMILES: Cl[CH2:2][CH2:3][CH2:4][CH2:5][CH:6]1[CH2:10][CH2:9][CH:8]([C:11]2[CH:16]=[CH:15][C:14]([F:17])=[CH:13][CH:12]=2)[N:7]1[S:18]([C:21]1[CH:26]=[CH:25][C:24]([CH3:27])=[CH:23][CH:22]=1)(=[O:20])=[O:19].[NH:28]1[CH:32]=[N:31][N:30]=[N:29]1>>[F:17][C:14]1[CH:15]=[CH:16][C:11]([CH:8]2[N:7]([S:18]([C:21]3[CH:22]=[CH:23][C:24]([CH3:27])=[CH:25][CH:26]=3)(=[O:20])=[O:19])[CH:6]([CH2:5][CH2:4][CH2:3][CH2:2][N:28]3[CH:32]=[N:31][N:30]=[N:29]3)[CH2:10][CH2:9]2)=[CH:12][CH:13]=1. Procedure: The title compound, colorless oil, MS: m/e=444.4 (M+H+), was prepared in accordance with the general method of example 82b from (2RS,5RS)-2-(4-chloro-butyl)-5-(4-fluoro-phenyl)-1-(toluene-4-sulfonyl)-pyrrolidine and 1H-tetrazole. The reactants are [H-].[Na+] (sodium hydride), CC1=C2C(=NC=C1)N=C(N2)CCC (7-methyl-2-propyl-1H-imidazo[4,5-b]pyridine), BrN1C(CCC1=O)=O (N-bromosuccinimide), N(=NC(C#N)(C)C)C(C#N)(C)C (azobisisobutyronitrile), BrC=1N(N=C2C=CC(=CC12)C)C1=C(C(=O)OCC)C=CC=C1 (ethyl 2-(3-bromo-5-methyl-2H-indazol-2-yl)benzoate). The solvent is CN(C)C=O (DMF), C(Cl)(Cl)(Cl)Cl (Carbon tetrachloride). The product is BrC=1N(N=C2C=CC(=CC12)CN1C(=NC=2C1=NC=CC2C)CCC)C2=C(C=CC=C2)C(=O)OCC (3-[3-bromo-2-(2-ethoxycarbonylphenyl)-2H-indazol-5-yl]methyl-7-methyl-2-propyl-3H-imidazo[4,5-b]pyridine). Yield: 19.7%. As a reaction SMILES: [Br:1][C:2]1[N:3]([C:12]2[CH:22]=[CH:21][CH:20]=[CH:19][C:13]=2[C:14]([O:16][CH2:17][CH3:18])=[O:15])[N:4]=[C:5]2[C:10]=1[CH:9]=[C:8]([CH3:11])[CH:7]=[CH:6]2.BrN1C(=O)CCC1=O.N(C(C)(C)C#N)=NC(C)(C)C#N.[H-].[Na+].[CH3:45][C:46]1[CH:51]=[CH:50][N:49]=[C:48]2[N:52]=[C:53]([CH2:55][CH2:56][CH3:57])[NH:54][C:47]=12>CN(C=O)C.C(Cl)(Cl)(Cl)Cl>[Br:1][C:2]1[N:3]([C:12]2[CH:22]=[CH:21][CH:20]=[CH:19][C:13]=2[C:14]([O:16][CH2:17][CH3:18])=[O:15])[N:4]=[C:5]2[C:10]=1[CH:9]=[C:8]([CH2:11][N:52]1[C:48]3=[N:49][CH:50]=[CH:51][C:46]([CH3:45])=[C:47]3[N:54]=[C:53]1[CH2:55][CH2:56][CH3:57])[CH:7]=[CH:6]2 |f:3.4|. Reported procedure: Carbon tetrachloride (4 ml) was added to ethyl 2-(3-bromo-5-methyl-2H-indazol-2-yl)benzoate (0.300 g, 0.835 mmol) as obtained in Reference Example 4, and the mixture was stirred. Thereto were added N-bromosuccinimide (0.149 g, 0.835 mmol) and azobisisobutyronitrile (14 mg, 0.0835 mmol), and the mixture was refluxed under heating for 3.5 hours. After cooling, it was filtered, and the cake was washed twice with dichloromethane (2.5 ml) and the filtrate was concentrated. The residue was then dissol... The reactants are ClC1=C(C=O)C=C(C(=C1Cl)OC)OC (2,3-dichloro-4,5-dimethoxybenzaldehyde), C(CCC)[Li] (n-butyl lithium), CN1N=CC=C1 (1-methyl-pyrazole), [Cl-].[NH4+] (ammonium chloride). Run in O1CCCC1 (tetrahydrofuran), CCCCCC (n-hexane), O1CCCC1 (tetrahydrofuran). Conditions: time 1 hour. Yields the product CN1N=CC=C1C(C1=C(C(=C(C(=C1)OC)OC)Cl)Cl)O (α-(1-methylpyrazol-5-yl)-2,3-dichloro-4,5-dimethoxybenzylalcohol). The yield is 90.5%. RXN SMILES: C([Li])CCC.[CH3:6][N:7]1[CH:11]=[CH:10][CH:9]=[N:8]1.[Cl:12][C:13]1[C:20]([Cl:21])=[C:19]([O:22][CH3:23])[C:18]([O:24][CH3:25])=[CH:17][C:14]=1[CH:15]=[O:16].[Cl-].[NH4+]>CCCCCC.O1CCCC1>[CH3:6][N:7]1[C:11]([CH:15]([OH:16])[C:14]2[CH:17]=[C:18]([O:24][CH3:25])[C:19]([O:22][CH3:23])=[C:20]([Cl:21])[C:13]=2[Cl:12])=[CH:10][CH:9]=[N:8]1 |f:3.4|. Procedure: 18 ml of 1.6M n-butyl lithium in n-hexane is added dropwise to a solution of 2.26 g of 1-methyl-pyrazole in tetrahydrofuran at -60° C. under argon gas atmosphere and the mixture is stirred at the same temperature for 1 hour. A solution of 5.88 g of 2,3-dichloro-4,5-dimethoxybenzaldehyde in tetrahydrofuran is added dropwise to the mixture at -60° to -50° C. and the mixture is stirred at -50° C. to room temperature for 1 hour. An aqueous ammonium chloride solution is added to the reaction mixture ...